This data is from the Open Reaction Database (ORD), a public repository of structured organic reaction records. The task is: describe an organic reaction: reactants, conditions, products, and yield Reactants: BrC1OC2=CC=CC=C2C1=O (2-bromo-3-coumaranone), Cl.N1C=NC(=C1)CC(=S)N (4-imidazolyl thioacetamide hydrochloride). Product: N1C=NC(=C1)CC=1SC2=C(N1)C1=C(O2)C=CC=C1 (2-(4-Imidazolylmethyl)benzofuro[3,2-d]thiazole). As a reaction SMILES: Br[CH:2]1[C:10](=O)[C:9]2[C:4](=[CH:5][CH:6]=[CH:7][CH:8]=2)[O:3]1.Cl.[NH:13]1[CH:17]=[C:16]([CH2:18][C:19]([NH2:21])=[S:20])[N:15]=[CH:14]1>>[NH:13]1[CH:17]=[C:16]([CH2:18][C:19]2[S:20][C:2]3[O:3][C:4]4[CH:5]=[CH:6][CH:7]=[CH:8][C:9]=4[C:10]=3[N:21]=2)[N:15]=[CH:14]1 |f:1.2|. Procedure details: Starting compounds: 2-bromo-3-coumaranone, 4-imidazolyl thioacetamide hydrochloride Starting materials: C(C1=CC=CC=C1)N(CC(COC1=CC=CC=C1)O)CCC1=CC=C(C=C1)O (4-[2-(N-Benzyl-N-(2-hydroxy-3-phenoxypropyl)amino)ethyl]phenol), CC(C)([O-])C.[K+] (potassium t-butoxide), C(C)N(C(CCl)=O)CC (N,N-diethylchloroacetamide). Solvent: CCOCC (ether), C(OC)COC (dimethoxyethane). Conditions: time 2 hour. Product: C(C)N(C(COC1=CC=C(C=C1)CCN(CC(COC1=CC=CC=C1)O)CC1=CC=CC=C1)=O)CC (N,N-diethyl-4-[2-(N-benzyl-N-(2-hydroxy-3-phenoxypropyl)amino)ethyl]-phenoxyacetamide). Yield: 99.6%. Reaction SMILES: [CH2:1]([N:8]([CH2:20][CH2:21][C:22]1[CH:27]=[CH:26][C:25]([OH:28])=[CH:24][CH:23]=1)[CH2:9][CH:10]([OH:19])[CH2:11][O:12][C:13]1[CH:18]=[CH:17][CH:16]=[CH:15][CH:14]=1)[C:2]1[CH:7]=[CH:6][CH:5]=[CH:4][CH:3]=1.CC(C)([O-])C.[K+].[CH2:35]([N:37]([CH2:42][CH3:43])[C:38](=[O:41])[CH2:39]Cl)[CH3:36]>C(COC)OC.CCOCC>[CH2:35]([N:37]([CH2:42][CH3:43])[C:38](=[O:41])[CH2:39][O:28][C:25]1[CH:24]=[CH:23][C:22]([CH2:21][CH2:20][N:8]([CH2:1][C:2]2[CH:3]=[CH:4][CH:5]=[CH:6][CH:7]=2)[CH2:9][CH:10]([OH:19])[CH2:11][O:12][C:13]2[CH:18]=[CH:17][CH:16]=[CH:15][CH:14]=2)=[CH:27][CH:26]=1)[CH3:36] |f:1.2|. Procedure details: 4-[2-(N-Benzyl-N-(2-hydroxy-3-phenoxypropyl)amino)ethyl]phenol (5.1 g) was added to a stirred solution of potassium t-butoxide (1.57 g) in dimethoxyethane (100 ml). To the resulting solution was added N,N-diethylchloroacetamide (2.1 g) and the mixture was stirred for two hours. The mixture was diluted with ether (300 ml) and washed with brine (2×20 ml). The solution was dried (MgSO4) and evaporated under reduced pressure to yield the crude intermediate (12.5 g). The crude intermediate was purifi... Starting materials: ClC=1C=C(C(=O)O)C=CC1 (m-Chlorobenzoic acid), BrC1=C2C=CNC2=NC=C1 (4-bromo-7-azaindole). Solvent: C(Cl)(Cl)Cl (chloroform). Conditions: time 30 minute. The product is BrC1=C2C(=[N+](C=C1)[O-])NC=C2 (4-bromo-1H-pyrrolo[2,3-b]pyridine 7-oxide). Yield: 132.0%. As a reaction SMILES: ClC1C=C(C=CC=1)C(O)=[O:6].[Br:11][C:12]1[CH:20]=[CH:19][N:18]=[C:17]2[C:13]=1[CH:14]=[CH:15][NH:16]2>C(Cl)(Cl)Cl>[Br:11][C:12]1[CH:20]=[CH:19][N+:18]([O-:6])=[C:17]2[NH:16][CH:15]=[CH:14][C:13]=12. Procedure details: m-Chlorobenzoic acid (1.0 g) was added to a chloroform (19 ml) solution containing 4-bromo-7-azaindole (760 mg) under ice cooling, followed by stirring for 30 minutes. Then, chloroform (10 ml) was distilled away under reduced pressure, diisopropylether was added, an insoluble precipitate was collected by filtration, and a white solid of 4-bromo-1H-pyrrolo[2,3-b]pyridine 7-oxide (1.085 g) was thus obtained. RXN SMILES: [F:1][C:2]1[CH:3]=[C:4](B(O)O)[CH:5]=[CH:6][C:7]=1[CH3:8].Cl[C:13]1[C:22]2[C:17](=[CH:18][CH:19]=[CH:20][CH:21]=2)[C:16]([NH:23][C:24]2[CH:29]=[CH:28][C:27]([S:30][C:31]3[CH:36]=[CH:35][N:34]=[C:33]4[CH:37]=[C:38]([Si](C)(C)C)[O:39][C:32]=34)=[CH:26][CH:25]=2)=[N:15][N:14]=1.C(=O)([O-])[O-].[Na+].[Na+].CCCC[N+](CCCC)(CCCC)CCCC.[F-]>C1(C)C=CC=CC=1.O.C1C=CC([P]([Pd]([P](C2C=CC=CC=2)(C2C=CC=CC=2)C2C=CC=CC=2)([P](C2C=CC=CC=2)(C2C=CC=CC=2)C2C=CC=CC=2)[P](C2C=CC=CC=2)(C2C=CC=CC=2)C2C=CC=CC=2)(C2C=CC=CC=2)C2C=CC=CC=2)=CC=1>[F:1][C:2]1[CH:3]=[C:4]([C:13]2[C:22]3[C:17](=[CH:18][CH:19]=[CH:20][CH:21]=3)[C:16]([NH:23][C:24]3[CH:29]=[CH:28][C:27]([S:30][C:31]4[CH:36]=[CH:35][N:34]=[C:33]5[CH:37]=[CH:38][O:39][C:32]=45)=[CH:26][CH:25]=3)=[N:15][N:14]=2)[CH:5]=[CH:6][C:7]=1[CH3:8] |f:2.3.4,5.6,^1:79,81,100,119|. The reactants are FC=1C=C(C=CC1C)B(O)O (3-fluoro-4-methylphenylboronic acid), ClC1=NN=C(C2=CC=CC=C12)NC1=CC=C(C=C1)SC1=C2C(=NC=C1)C=C(O2)[Si](C)(C)C (4-chloro-N-(4-(2-(trimethylsilyl)furo[3,2-b]pyridin-7-ylthio)phenyl)phthalazin-1-amine), C([O-])([O-])=O.[Na+].[Na+] (sodium carbonate), CCCC[N+](CCCC)(CCCC)CCCC.[F-] (TBAF). Procedure details: A microwave vial was charged with 3-fluoro-4-methylphenylboronic acid (0.058 g, 0.38 mmol), 4-chloro-N-(4-(2-(trimethylsilyl)furo[3,2-b]pyridin-7-ylthio)phenyl)phthalazin-1-amine (0.090 g, 0.19 mmol), and sodium carbonate (2.0 M in H2O) (0.38 ml, 0.75 mmol) and dissolved in toluene (1.5 mL) and water (0.2 mL). Pd(Ph3P)4(0.011 g, 0.0094 mmol) was added and the reaction was microwaved at 200° C. for 30 minutes. The reaction was partitioned between water and DCM. The layers were separated and the a... Reaction conditions: time 8 hour. Run in C1(=CC=CC=C1)C (toluene), O (water). Reagents/catalysts: C=1C=CC(=CC1)[P](C=2C=CC=CC2)(C=3C=CC=CC3)[Pd]([P](C=4C=CC=CC4)(C=5C=CC=CC5)C=6C=CC=CC6)([P](C=7C=CC=CC7)(C=8C=CC=CC8)C=9C=CC=CC9)[P](C=1C=CC=CC1)(C=1C=CC=CC1)C=1C=CC=CC1 (Pd(Ph3P)4). Yields the product FC=1C=C(C=CC1C)C1=NN=C(C2=CC=CC=C12)NC1=CC=C(C=C1)SC1=C2C(=NC=C1)C=CO2 (4-(3-fluoro-4-methylphenyl)-N-(4-(furo[3,2-b]pyridin-7-ylthio)phenyl)phthalazin-1-amine). The reactants are ClC1=C(C(=O)O)C=C(C=C1)C (2-chloro-5-methylbenzoic acid), CN1CCC(CC1)(C1=CC=CC=C1)CN (C-(1-methyl-4-phenyl-piperidin-4-yl)-methylamine). Yields the product ClC1=C(C(=O)NCC2(CCN(CC2)C)C2=CC=CC=C2)C=C(C=C1)C (2-Chloro-5-methyl-N-(1-methyl-4-phenyl-piperidin-4-ylmethyl)-benzamide). Reaction SMILES: [Cl:1][C:2]1[CH:10]=[CH:9][C:8]([CH3:11])=[CH:7][C:3]=1[C:4]([OH:6])=O.[CH3:12][N:13]1[CH2:18][CH2:17][C:16]([CH2:25][NH2:26])([C:19]2[CH:24]=[CH:23][CH:22]=[CH:21][CH:20]=2)[CH2:15][CH2:14]1>>[Cl:1][C:2]1[CH:10]=[CH:9][C:8]([CH3:11])=[CH:7][C:3]=1[C:4]([NH:26][CH2:25][C:16]1([C:19]2[CH:24]=[CH:23][CH:22]=[CH:21][CH:20]=2)[CH2:15][CH2:14][N:13]([CH3:12])[CH2:18][CH2:17]1)=[O:6]. Reported procedure: From 2-chloro-5-methylbenzoic acid and C-(1-methyl-4-phenyl-piperidin-4-yl)-methylamine. LCMS (MH+): m/z=367.0, tR (minutes, Method A)=0.68 Starting materials: BrCc1ccc2ccccc2c1, [H-], O=C1COc2cccc([N+](=O)[O-])c2N1, [Na+], CN(C)C=O, O. The product is O=C1COc2cccc([N+](=O)[O-])c2N1Cc1ccc2ccccc2c1. RXN SMILES: [Br:17][CH2:18][c:19]1[cH:20][c:21]2[cH:22][cH:23][cH:24][cH:25][c:26]2[cH:27][cH:28]1.[H-:1].[N+:3](=[O:4])([O-:5])[c:6]1[cH:7][cH:8][cH:9][c:10]2[c:11]1[NH:12][C:13](=[O:16])[CH2:14][O:15]2.[Na+:2].[O:29]=[CH:30][N:31]([CH3:32])[CH3:33].[OH2:34]>>[N+:3](=[O:4])([O-:5])[c:6]1[cH:7][cH:8][cH:9][c:10]2[c:11]1[N:12]([CH2:18][c:19]1[cH:20][c:21]3[cH:22][cH:23][cH:24][cH:25][c:26]3[cH:27][cH:28]1)[C:13](=[O:16])[CH2:14][O:15]2. The reactants are C(=O)(O)[O-].[Na+] (NaHCO3), [Li+].[Cl-] (LiCl), C(CCl)Cl (EDC), CC1=CC=C(C=C1)C1=CC(=CC(=C1)C(C(F)(F)F)O)C(=O)O (4′-methyl-5-(2,2,2-trifluoro-1-hydroxyethyl)biphenyl-3-carboxylic acid), C1=CC2=C(N=C1)N(N=N2)O (HOAt), CCN(C(C)C)C(C)C (DIPEA), FC(CN)(F)F (2,2,2-trifluoroethanamine). Solvent: CCOC(=O)C (EtOAc), CN(C)C=O (DMF). Reaction conditions: time 8 hour. Yields the product CC1=CC=C(C=C1)C1=CC(=CC(=C1)C(C(F)(F)F)O)C(=O)NCC(F)(F)F (4′-methyl-N-(2,2,2-trifluoroethyl)-5-(2,2,2-trifluoro-1-hydroxyethyl)biphenyl-3-carboxamide). As a reaction SMILES: [CH3:1][C:2]1[CH:7]=[CH:6][C:5]([C:8]2[CH:13]=[C:12]([CH:14]([OH:19])[C:15]([F:18])([F:17])[F:16])[CH:11]=[C:10]([C:20]([OH:22])=O)[CH:9]=2)=[CH:4][CH:3]=1.C1C=NC2N(O)N=NC=2C=1.CCN(C(C)C)C(C)C.[F:42][C:43]([F:47])([F:46])[CH2:44][NH2:45].C(Cl)CCl.C([O-])(O)=O.[Na+].[Li+].[Cl-]>CCOC(C)=O.CN(C=O)C>[CH3:1][C:2]1[CH:7]=[CH:6][C:5]([C:8]2[CH:13]=[C:12]([CH:14]([OH:19])[C:15]([F:16])([F:18])[F:17])[CH:11]=[C:10]([C:20]([NH:45][CH2:44][C:43]([F:47])([F:46])[F:42])=[O:22])[CH:9]=2)=[CH:4][CH:3]=1 |f:5.6,7.8|. Procedure details: To a DMF solution (9.7 mL) containing 4′-methyl-5-(2,2,2-trifluoro-1-hydroxyethyl)biphenyl-3-carboxylic acid (300 mg, 0.97 mmol), HOAt (1.6 mL, 0.97 mmol), DIPEA (0.34 mL, 1.9 mmol), and 2,2,2-trifluoroethanamine (0.23 mL, 2.9 mmol) was added EDC (278 mg, 1.45 mmol). The reaction was stirred at room temperature overnight. EtOAc, NaHCO3 and 3M LiCl were added to the reaction and organics were extracted with EtOAc (3×). The combined organic layers were washed with 3M LiCl (3×) and followed by brin...